From a dataset of the Open Reaction Database (ORD), a public repository of structured organic reaction records. describe an organic reaction: reactants, conditions, products, and yield Starting materials: CO, COC(=O)c1ccc(Cl)nc1OC, [Na+], [OH-]. The product is COc1nc(Cl)ccc1C(=O)O. RXN SMILES: [CH3:16][OH:17].[CH3:1][O:2][c:3]1[c:4]([C:5](=[O:6])[O:7][CH3:8])[cH:9][cH:10][c:11]([Cl:13])[n:12]1.[Na+:15].[OH-:14]>>[CH3:1][O:2][c:3]1[c:4]([C:5](=[O:6])[OH:7])[cH:9][cH:10][c:11]([Cl:13])[n:12]1. The reactants are BrC=1SC2=C(N1)C=CC(=C2)C2=C(N=CO2)C2=CC=C(C=C2)F (2-bromo-6-(4-(4-fluorophenyl)oxazol-5-yl)benzo[d]thiazole), NCCN1CCOCC1 (4-(2-aminoethyl)morpholine). The solvent is C1CCOC1 (THF). The product is FC1=CC=C(C=C1)C=1N=COC1C1=CC2=C(N=C(S2)NCCN2CCOCC2)C=C1 (6-(4-(4-fluorophenyl)oxazol-5-yl)-N-(2-morpholinoethyl)benzo[d]thiazol-2-amine). Isolated yield 53.6%. Reaction SMILES: Br[C:2]1[S:3][C:4]2[CH:10]=[C:9]([C:11]3[O:15][CH:14]=[N:13][C:12]=3[C:16]3[CH:21]=[CH:20][C:19]([F:22])=[CH:18][CH:17]=3)[CH:8]=[CH:7][C:5]=2[N:6]=1.[NH2:23][CH2:24][CH2:25][N:26]1[CH2:31][CH2:30][O:29][CH2:28][CH2:27]1>C1COCC1>[F:22][C:19]1[CH:20]=[CH:21][C:16]([C:12]2[N:13]=[CH:14][O:15][C:11]=2[C:9]2[CH:8]=[CH:7][C:5]3[N:6]=[C:2]([NH:23][CH2:24][CH2:25][N:26]4[CH2:31][CH2:30][O:29][CH2:28][CH2:27]4)[S:3][C:4]=3[CH:10]=2)=[CH:17][CH:18]=1. Procedure details: A solution of 2-bromo-6-(4-(4-fluorophenyl)oxazol-5-yl)benzo[d]thiazole (0.030 g, 0.080 mmol, 1.0 eq.) and 4-(2-aminoethyl)morpholine (0.073 mL, 0.556 mmol, 7.0 eq.) in THF (1.5 mL) was mechanically shaken at 54° C. overnight. After cooling to room temperature, the solution was concentrated in vacuo. MeOH was added to the residue, and the mixture was subjected to autoprep. The appropriate fractions were collected, and NaHCO3 (s) was added. The solution was then concentrated in vacuo not to dryne... Starting materials: ClC1=C(CBr)C=CC=C1 (2-chlorobenzyl-bromide), C(CCO)O (1,3-propandiol), CCCCCC.C(C)OC(C)=O (n-hexane ethylacetate), [H-].[Na+] (sodium hydride). Solvent: CN(C=O)C (dimethyformamide), CN(C=O)C (dimethylformamide). Conditions: temperature 0 celsius, time 10 minute. The product is ClC1=C(COCCCO)C=CC=C1 (3-(2-chlorobenzyloxy)propanol). Isolated yield 35.8%. RXN SMILES: [CH2:1]([OH:5])[CH2:2][CH2:3][OH:4].[H-].[Na+].[Cl:8][C:9]1[CH:16]=[CH:15][CH:14]=[CH:13][C:10]=1[CH2:11]Br.CCCCCC.C(OC(=O)C)C>CN(C)C=O>[Cl:8][C:9]1[CH:16]=[CH:15][CH:14]=[CH:13][C:10]=1[CH2:11][O:4][CH2:3][CH2:2][CH2:1][OH:5] |f:1.2,4.5|. Reported procedure: 3.7 g(49 mmol) of 1,3-propandiol was dissolved in 50 ml of dimethylformamide and cooled to 0° C. 2 g(50 mmol) of 60% sodium hydride dispersed in mineral oil was added slowly. After the mixture was stirred for 10 minutes, 10 g(49 mmol) of 2-chlorobenzyl-bromide dissolved in 10 ml of dimethyformamide was added slowly. After stirring for one hour at room temperature, dimethylformamide was removed under reduced pressure, 100 ml of ethylacetate was added to the residue and the organic layer was washe... Reactants: O=[N+]([O-])c1ccc(OCc2ccccc2)nc1Nc1ccccc1F, C1COCCO1. Yields the product Nc1ccc(OCc2ccccc2)nc1Nc1ccccc1F. Reaction SMILES: [CH2:1]([c:2]1[cH:3][cH:4][cH:5][cH:6][cH:7]1)[O:8][c:9]1[cH:10][cH:11][c:12]([N+:23]([O-:24])=[O:25])[c:13]([NH:15][c:16]2[c:17]([F:22])[cH:18][cH:19][cH:20][cH:21]2)[n:14]1.[O:26]1[CH2:27][CH2:28][O:29][CH2:30][CH2:31]1>>[CH2:1]([c:2]1[cH:3][cH:4][cH:5][cH:6][cH:7]1)[O:8][c:9]1[cH:10][cH:11][c:12]([NH2:23])[c:13]([NH:15][c:16]2[c:17]([F:22])[cH:18][cH:19][cH:20][cH:21]2)[n:14]1. Reactants: CS(=O)(=O)c1ccccc1, COCCOC, COC(=O)c1ccc(NCCCCCCCCCCCC#Cc2ccc(Cl)cc2)cc1, Cl, [H-], [Na+], C1CCOC1. The product is O=C(CS(=O)(=O)c1ccccc1)c1ccc(NCCCCCCCCCCCC#Cc2ccc(Cl)cc2)cc1. As a reaction SMILES: [CH3:3][S:4](=[O:5])(=[O:6])[c:7]1[cH:8][cH:9][cH:10][cH:11][cH:12]1.[CH3:50][O:51][CH2:52][CH2:53][O:54][CH3:55].[Cl:13][c:14]1[cH:15][cH:16][c:17]([C:20]#[C:21][CH2:22][CH2:23][CH2:24][CH2:25][CH2:26][CH2:27][CH2:28][CH2:29][CH2:30][CH2:31][CH2:32][NH:33][c:34]2[cH:35][cH:36][c:37]([C:38](=[O:39])[O:40][CH3:41])[cH:42][cH:43]2)[cH:18][cH:19]1.[ClH:44].[H-:1].[Na+:2].[O:45]1[CH2:46][CH2:47][CH2:48][CH2:49]1>>[CH2:3]([S:4](=[O:5])(=[O:6])[c:7]1[cH:8][cH:9][cH:10][cH:11][cH:12]1)[C:38]([c:37]1[cH:36][cH:35][c:34]([NH:33][CH2:32][CH2:31][CH2:30][CH2:29][CH2:28][CH2:27][CH2:26][CH2:25][CH2:24][CH2:23][CH2:22][C:21]#[C:20][c:17]2[cH:16][cH:15][c:14]([Cl:13])[cH:19][cH:18]2)[cH:43][cH:42]1)=[O:39]. Reactants: CN(C1=CC=C(N=N1)C1=C(C=C(C=C1)C=1N=CN(C1)COCC[Si](C)(C)C)O)C1CC(NC(C1)(C)C)(C)C (2-(6-(methyl(2,2,6,6-tetramethylpiperidin-4-yl)amino)pyridazin-3-yl)-5-(1-((2-(trimethylsilyl)ethoxy)methyl)-1H-imidazol-4-yl)phenol), C(Cl)Cl (DCM), Cl (HCl), B(Br)(Br)Br (BBr3). The solvent is CCO (EtOH). Conditions: temperature 110 celsius. Yields the product N1C=NC(=C1)C=1C=CC(=C(C1)O)C=1N=NC(=CC1)N(C1CC(NC(C1)(C)C)(C)C)C (5-(1H-imidazol-4-yl)-2-(6-(methyl(2,2,6,6-tetramethylpiperidin-4-yl)amino)pyridazin-3-yl)phenol). The yield is 5.5%. As a reaction SMILES: [CH3:1][N:2]([CH:29]1[CH2:34][C:33]([CH3:36])([CH3:35])[NH:32][C:31]([CH3:38])([CH3:37])[CH2:30]1)[C:3]1[N:8]=[N:7][C:6]([C:9]2[CH:14]=[CH:13][C:12]([C:15]3[N:16]=[CH:17][N:18](COCC[Si](C)(C)C)[CH:19]=3)=[CH:11][C:10]=2[OH:28])=[CH:5][CH:4]=1.C(Cl)Cl.Cl.B(Br)(Br)Br>CCO>[NH:18]1[CH:19]=[C:15]([C:12]2[CH:13]=[CH:14][C:9]([C:6]3[N:7]=[N:8][C:3]([N:2]([CH3:1])[CH:29]4[CH2:34][C:33]([CH3:35])([CH3:36])[NH:32][C:31]([CH3:38])([CH3:37])[CH2:30]4)=[CH:4][CH:5]=3)=[C:10]([OH:28])[CH:11]=2)[N:16]=[CH:17]1. Procedure: To a microwave vial containing 2-(6-(methyl(2,2,6,6-tetramethylpiperidin-4-yl)amino)pyridazin-3-yl)-5-(1-((2-(trimethylsilyl)ethoxy)methyl)-1H-imidazol-4-yl)phenol (mixture from previous step, 50 mg, 0.09 mmol) in EtOH (1.0 mL)/DCM (1.0 mL) and conc. HCl (8.5 μL) was added BBr3 (0.46 mL, 0.46 mmol). The vial was purged with N2 (2×) and the reaction mixture was heated at 110° C. in a microwave reactor for 30 min. The reaction mixture was filtered through celite (pre-packed filter funnel) with a M...